Task: describe an organic reaction: reactants, conditions, products, and yield. Dataset: the Open Reaction Database (ORD), a public repository of structured organic reaction records Procedure details: 229 mg of 4-allyl-5-methoxy-2-nitrobenzyl alcohol was dissolved in 5 ml of N,N-dimethylformamide. Thereafter, 0.17 g of imidazole and 0.23 g of t-butyldimethylsilyl chloride were added to the reaction solution while cooling on ice. The obtained mixture was stirred at room temperature for 2 hours. Thereafter, 34 mg of imidazole and 46 mg of t-butyldimethylsilyl chloride were further added to the reaction solution. The obtained mixture was stirred at room temperature overnight. The reaction soluti... Isolated yield 95.3%. Run in CN(C=O)C (N,N-dimethylformamide), C(C)(=O)OCC (ethyl acetate). Reaction conditions: time 2 hour. Starting materials: C(C=C)C1=CC(=C(CO)C=C1OC)[N+](=O)[O-] (4-allyl-5-methoxy-2-nitrobenzyl alcohol), N1C=NC=C1 (imidazole), [Si](C)(C)(C(C)(C)C)Cl (t-butyldimethylsilyl chloride), N1C=NC=C1 (imidazole), [Si](C)(C)(C(C)(C)C)Cl (t-butyldimethylsilyl chloride). Product: C(C=C)C1=CC(=C(CO[Si](C)(C)C(C)(C)C)C=C1OC)[N+](=O)[O-] ((4-Allyl-5-methoxy-2-nitrobenzyloxy)-t-butyldimethylsilane). As a reaction SMILES: [CH2:1]([C:4]1[C:11]([O:12][CH3:13])=[CH:10][C:7]([CH2:8][OH:9])=[C:6]([N+:14]([O-:16])=[O:15])[CH:5]=1)[CH:2]=[CH2:3].N1C=CN=C1.[Si:22](Cl)([C:25]([CH3:28])([CH3:27])[CH3:26])([CH3:24])[CH3:23]>CN(C)C=O.C(OCC)(=O)C>[CH2:1]([C:4]1[C:11]([O:12][CH3:13])=[CH:10][C:7]([CH2:8][O:9][Si:22]([C:25]([CH3:28])([CH3:27])[CH3:26])([CH3:24])[CH3:23])=[C:6]([N+:14]([O-:16])=[O:15])[CH:5]=1)[CH:2]=[CH2:3]. The reactants are C(CCC)[Mg]Cl (butylmagnesium chloride), BrC=1C=C(C=CC1)C(C)=O (1-(3-bromophenyl)ethanone), ethyl acetate hexanes. Yields the product BrC=1C=C(C=CC1)C(C)(CCCC)O (2-(3-bromophenyl)hexan-2-ol). As a reaction SMILES: [CH2:1]([Mg]Cl)[CH2:2][CH2:3][CH3:4].[Br:7][C:8]1[CH:9]=[C:10]([C:14](=[O:16])[CH3:15])[CH:11]=[CH:12][CH:13]=1>>[Br:7][C:8]1[CH:9]=[C:10]([C:14]([OH:16])([CH2:1][CH2:2][CH2:3][CH3:4])[CH3:15])[CH:11]=[CH:12][CH:13]=1. Reported procedure: Grignard coupling of butylmagnesium chloride with 1-(3-bromophenyl)ethanone followed by flash chromatography (0-25% ethyl acetate/hexanes gradient), gave 2-(3-bromophenyl)hexan-2-ol as a yellow oil. Yield (0.99 g, 51%): 1H NMR (400 MHz, CDCl3) δ 7.59 (t, J=2.0 Hz, 1H), 7.30-7.37 (m, 2H), 7.19 (t, J=8.0 Hz, 1H), 1.70-1.84 (m, 2H), 1.52 (s, 3H), 1.64 (brs, 1H), 1.18-1.30 (m, 3H), 1.02-1.14 (m, 1H), 0.84 (t, J=7.2 Hz, 3H). Starting materials: S(=O)(=O)(C1=CC=C(C)C=C1)OCCC1COC2=C(O1)C=CC=C2 (2-(2-tosyloxyethyl)-1,4-benzodioxan), OC1(CCNCC1)C1=CC=CC=C1 (4-hydroxy-4-phenylpiperidine), C([O-])([O-])=O.[Na+].[Na+] (sodium carbonate). Run in CC(CC(C)=O)C (4-methyl-2-pentanone). Yields the product OC1(CCN(CC1)CCC1COC2=C(O1)C=CC=C2)C2=CC=CC=C2 (2-[2-(4-hydroxy-4-phenylpiperidino)-ethyl]-1,4-benzodioxan). Reaction SMILES: S(O[CH2:12][CH2:13][CH:14]1[O:19][C:18]2[CH:20]=[CH:21][CH:22]=[CH:23][C:17]=2[O:16][CH2:15]1)(C1C=CC(C)=CC=1)(=O)=O.[OH:24][C:25]1([C:31]2[CH:36]=[CH:35][CH:34]=[CH:33][CH:32]=2)[CH2:30][CH2:29][NH:28][CH2:27][CH2:26]1.C(=O)([O-])[O-].[Na+].[Na+]>CC(C)CC(=O)C>[OH:24][C:25]1([C:31]2[CH:36]=[CH:35][CH:34]=[CH:33][CH:32]=2)[CH2:30][CH2:29][N:28]([CH2:12][CH2:13][CH:14]2[O:19][C:18]3[CH:20]=[CH:21][CH:22]=[CH:23][C:17]=3[O:16][CH2:15]2)[CH2:27][CH2:26]1 |f:2.3.4|. Procedure details: The mixture of 6.68 g of 2-(2-tosyloxyethyl)-1,4-benzodioxan, 3.54 g of 4-hydroxy-4-phenylpiperidine, 10 g of anhydrous sodium carbonate and 100 ml of 4-methyl-2-pentanone is refluxed 48 hours. It is filtered, evaporated and the residue recrystallized from isopropanol, to yield the 2-[2-(4-hydroxy-4-phenylpiperidino)-ethyl]-1,4-benzodioxan melting at 142°. Reactants: [BH4-], Cc1c(C(=O)C(C)C)oc2ccc(Br)cc12, CO, [Na+], C1CCOC1. Product: Cc1c(C(O)C(C)C)oc2ccc(Br)cc12. As a reaction SMILES: [BH4-:17].[Br:1][c:2]1[cH:3][cH:4][c:5]2[c:6]([c:7]([CH3:15])[c:8]([C:10]([CH:11]([CH3:12])[CH3:13])=[O:14])[o:9]2)[cH:16]1.[CH3:24][OH:25].[Na+:18].[O:19]1[CH2:20][CH2:21][CH2:22][CH2:23]1>>[Br:1][c:2]1[cH:3][cH:4][c:5]2[c:6]([c:7]([CH3:15])[c:8]([CH:10]([CH:11]([CH3:12])[CH3:13])[OH:14])[o:9]2)[cH:16]1. Reactants: C(=NC1CCCCC1)=NC1CCCCC1, C1COCCO1, O=C1CCC(=O)N1O, O=C(O)c1cccnc1. Product: O=C(ON1C(=O)CCC1=O)c1cccnc1. Reaction SMILES: [CH:18]1([N:19]=[C:20]=[N:21][CH:22]2[CH2:23][CH2:24][CH2:25][CH2:26][CH2:27]2)[CH2:28][CH2:29][CH2:30][CH2:31][CH2:32]1.[O:33]1[CH2:34][CH2:35][O:36][CH2:37][CH2:38]1.[OH:10][N:11]1[C:12](=[O:17])[CH2:13][CH2:14][C:15]1=[O:16].[OH:1][C:2](=[O:3])[c:4]1[cH:5][cH:6][cH:7][n:8][cH:9]1>>[O:1]([C:2](=[O:3])[c:4]1[cH:5][cH:6][cH:7][n:8][cH:9]1)[N:11]1[C:12](=[O:17])[CH2:13][CH2:14][C:15]1=[O:16]. Reactants: C(C1=CN=CC=C1)(=O)O (nicotinic acid), CCN=C=NCCCN(C)C.Cl (WSC hydrochloride), C=1C=CC2=C(C1)N=NN2O (HOBt), NC1=CC=C(C=C1)C1=CC(=CC=C1)CN(C(CNC(OC(C)(C)C)=O)=O)C (tert-Butyl (2-{[(4′-aminobiphenyl-3-yl)methyl](methyl)amino}-2-oxoethyl)carbamate). Run in CN(C)C=O (DMF), O (Water). Conditions: time 20 hour. Product: CN(C(CNC(OC(C)(C)C)=O)=O)CC=1C=C(C=CC1)C1=CC=C(C=C1)NC(=O)C=1C=NC=CC1 (tert-butyl {2-[methyl({4′-[(pyridin-3-ylcarbonyl)amino]biphenyl-3-yl}methyl)amino]-2-oxoethyl}carbamate). The yield is 85.1%. Reaction SMILES: [NH2:1][C:2]1[CH:7]=[CH:6][C:5]([C:8]2[CH:13]=[CH:12][CH:11]=[C:10]([CH2:14][N:15]([CH3:27])[C:16](=[O:26])[CH2:17][NH:18][C:19](=[O:25])[O:20][C:21]([CH3:24])([CH3:23])[CH3:22])[CH:9]=2)=[CH:4][CH:3]=1.[C:28](O)(=[O:35])[C:29]1[CH:34]=[CH:33][CH:32]=[N:31][CH:30]=1.CCN=C=NCCCN(C)C.Cl.C1C=CC2N(O)N=NC=2C=1>CN(C=O)C.O>[CH3:27][N:15]([CH2:14][C:10]1[CH:9]=[C:8]([C:5]2[CH:6]=[CH:7][C:2]([NH:1][C:28]([C:29]3[CH:30]=[N:31][CH:32]=[CH:33][CH:34]=3)=[O:35])=[CH:3][CH:4]=2)[CH:13]=[CH:12][CH:11]=1)[C:16](=[O:26])[CH2:17][NH:18][C:19](=[O:25])[O:20][C:21]([CH3:23])([CH3:24])[CH3:22] |f:2.3|. Reported procedure: tert-Butyl (2-{[(4′-aminobiphenyl-3-yl)methyl](methyl)amino}-2-oxoethyl)carbamate (300 mg) was dissolved in DMF (6 ml), and nicotinic acid (150 mg), WSC hydrochloride (233 mg), and HOBt (165 mg) were added thereto, followed by stirring at room temperature for 20 hours. Water was added thereto, followed by extraction with EtOAc. The organic layer was dried over MgSO4, and then the solvent was evaporated under reduced pressure. The obtained residue was purified by silica gel column chromatography ... RXN SMILES: [CH2:27]1[O:28][CH2:29][CH2:30][CH2:31]1.[CH2:3]([CH3:4])[O:5][C:6](=[O:7])[c:8]1[c:9]([S:24][CH3:25])[n:10]([CH:21]2[CH2:22][CH2:23]2)[c:11]2[cH:12][c:13]([Br:20])[c:14]([F:19])[cH:15][c:16]2[c:17]1=[O:18].[ClH:26].[Na:2].[O:33]=[CH:34][N:35]([CH3:36])[CH3:37].[OH2:32].[SH2:1]>>[CH2:3]([CH3:4])[O:5][C:6](=[O:7])[c:8]1[c:9]([SH:24])[n:10]([CH:21]2[CH2:22][CH2:23]2)[c:11]2[cH:12][c:13]([Br:20])[c:14]([F:19])[cH:15][c:16]2[c:17]1=[O:18]. The product is CCOC(=O)c1c(S)n(C2CC2)c2cc(Br)c(F)cc2c1=O. Reactants: C1CCOC1, CCOC(=O)c1c(SC)n(C2CC2)c2cc(Br)c(F)cc2c1=O, Cl, [Na], CN(C)C=O, O, S. The reactants are NC=1C=C(OC=2N=C(C(=NC2CC)C(=O)N)NC2=CC=C(C=C2)N2CCN(CC2)C)C=CC1 (5-(3-aminophenoxy)-6-ethyl-3-{[4-(4-methylpiperazin-1-yl)phenyl]amino}pyrazine-2-carboxamide), Cl.CN(C/C=C/C(=O)O)C (trans-4-dimethylaminocrotonic acid hydrochloride), C(C)#N (acetonitrile), C(C(=O)Cl)(=O)Cl (oxalyl dichloride), acid chloride. Run in CN1C(CCC1)=O (N-methylpyrrolidone), CN(C=O)C (N,N-dimethylformamide), C(C)(=O)OCC (ethyl acetate). Run at time 2 hour. Yields the product CN(C/C=C/C(=O)NC=1C=C(OC=2N=C(C(=NC2CC)C(=O)N)NC2=CC=C(C=C2)N2CCN(CC2)C)C=CC1)C (5-(3-{[(2E)-4-(dimethylamino)buta-2-enoyl]amino}phenoxy)-6-ethyl-3-{[4-(4-methylpiperazin-1-yl)phenyl]amino}pyrazine-2-carboxamide). Isolated yield 45.1%. As a reaction SMILES: Cl.[CH3:2][N:3]([CH3:10])[CH2:4]/[CH:5]=[CH:6]/[C:7](O)=[O:8].C(#N)C.C(Cl)(=O)C(Cl)=O.[NH2:20][C:21]1[CH:22]=[C:23]([CH:50]=[CH:51][CH:52]=1)[O:24][C:25]1[N:26]=[C:27]([NH:36][C:37]2[CH:42]=[CH:41][C:40]([N:43]3[CH2:48][CH2:47][N:46]([CH3:49])[CH2:45][CH2:44]3)=[CH:39][CH:38]=2)[C:28]([C:33]([NH2:35])=[O:34])=[N:29][C:30]=1[CH2:31][CH3:32]>C(OCC)(=O)C.CN1CCCC1=O.CN(C)C=O>[CH3:2][N:3]([CH3:10])[CH2:4]/[CH:5]=[CH:6]/[C:7]([NH:20][C:21]1[CH:22]=[C:23]([CH:50]=[CH:51][CH:52]=1)[O:24][C:25]1[N:26]=[C:27]([NH:36][C:37]2[CH:38]=[CH:39][C:40]([N:43]3[CH2:44][CH2:45][N:46]([CH3:49])[CH2:47][CH2:48]3)=[CH:41][CH:42]=2)[C:28]([C:33]([NH2:35])=[O:34])=[N:29][C:30]=1[CH2:31][CH3:32])=[O:8] |f:0.1|. Procedure: To a mixture of trans-4-dimethylaminocrotonic acid hydrochloride (113 mg) and acetonitrile (1.9 mL) were added oxalyl dichloride (55 μL) and N,N-dimethylformamide (2 droplets) under ice-cooling, followed by stirring at room temperature for 2 hours. To a mixture of 5-(3-aminophenoxy)-6-ethyl-3-{[4-(4-methylpiperazin-1-yl)phenyl]amino}pyrazine-2-carboxamide (190 mg) and N-methylpyrrolidone (3.8 mL) was added a solution of the acid chloride prepared above under ice-cooling, followed by stirring at ... Starting materials: CO, CCC(C)(C)Cc1cn(S(=O)(=O)N(C)C)c(CCC(=O)OC)n1, NN. The product is CCC(C)(C)Cc1cn(S(=O)(=O)N(C)C)c(CCC(=O)NN)n1. RXN SMILES: [CH3:26][OH:27].[CH3:3][N:4]([S:5](=[O:6])(=[O:7])[n:8]1[c:9]([CH2:19][CH2:20][C:21](=[O:22])[O:23][CH3:24])[n:10][c:11]([CH2:13][C:14]([CH2:15][CH3:16])([CH3:17])[CH3:18])[cH:12]1)[CH3:25].[NH2:1][NH2:2]>>[NH:1]([NH2:2])[C:21]([CH2:20][CH2:19][c:9]1[n:8]([S:5]([N:4]([CH3:3])[CH3:25])(=[O:6])=[O:7])[cH:12][c:11]([CH2:13][C:14]([CH2:15][CH3:16])([CH3:17])[CH3:18])[n:10]1)=[O:22]. Reactants: OCC1=NC=CC(=C1C)OCC(F)(F)F (2-hydroxymethyl-3-methyl-4-(2,2,2-trifluoroethoxy)pyridine), SC=1NC2=C(N1)C=CC=C2 (2-mercaptobenzimidazol), C1(=CC=CC=C1)P(C1=CC=CC=C1)C1=CC=CC=C1 (triphenyl phosphine), diethyl azodicarboxylate(DEAD). The solvent is O1CCCC1 (tetrahydrofuran), O1CCCC1 (tetrahydrofuran). Reaction conditions: time 1 hour. Product: CC=1C(=NC=CC1OCC(F)(F)F)CSC1=NC2=C(N1)C=CC=C2 (2-[3-methyl-4-(2,2,2-trifluoro ethoxy)-2-pyridyl]methylthio-1H-benzimidazole). Yield: 94.9%. As a reaction SMILES: O[CH2:2][C:3]1[C:8]([CH3:9])=[C:7]([O:10][CH2:11][C:12]([F:15])([F:14])[F:13])[CH:6]=[CH:5][N:4]=1.[SH:16][C:17]1[NH:18][C:19]2[CH:25]=[CH:24][CH:23]=[CH:22][C:20]=2[N:21]=1.C1(P(C2C=CC=CC=2)C2C=CC=CC=2)C=CC=CC=1>O1CCCC1>[CH3:9][C:8]1[C:3]([CH2:2][S:16][C:17]2[NH:21][C:20]3[CH:22]=[CH:23][CH:24]=[CH:25][C:19]=3[N:18]=2)=[N:4][CH:5]=[CH:6][C:7]=1[O:10][CH2:11][C:12]([F:15])([F:14])[F:13]. Procedure: A mixture of 6.63 g of 2-hydroxymethyl-3-methyl-4-(2,2,2-trifluoroethoxy)pyridine(30 mmol), 4.5 g of 2-mercaptobenzimidazol(30 mmol) and 8.67 g of triphenyl phosphine(33 mmol) was dissolved in 100 ml of tetrahydrofuran, 5.75 g of diethyl azodicarboxylate(DEAD)(33 mmol) dissolved in 30 ml of tetrahydrofuran was added dropwise thereto at room temperature, and stirred for 1 hour. The reaction mixture was concentrated under a reduced pressure, the resulting residue was combined with looml of ethylac...